Dataset: the Open Reaction Database (ORD), a public repository of structured organic reaction records. Task: describe an organic reaction: reactants, conditions, products, and yield The reactants are mixture, O(C1=CC=CC=C1)C=1C=C(C=CC1)CC=CC(C)(C)C1=CC=C(C=C1)C (1-(3-phenoxyphenyl)-4-(4-methylphenyl)-4-methyl-2-pentene), O(C1=CC=CC=C1)C=1C=C(C=CC1)C=CCC(C)(C)C1=CC=C(C=C1)C (1-(3-phenoxyphenyl)-4-(4-methylphenyl)-4-methyl-1-pentene), [H][H] (hydrogen). The reagents and catalysts are [Pd] (Pd-C). The solvent is C(C)(=O)[O-] (acetate). Run at time 3 hour. The product is O(C1=CC=CC=C1)C=1C=C(C=CC1)CCCC(C)(C)C1=CC=C(C=C1)C (1-(3-Phenoxyphenyl)-4-(4-methylphenyl)-4-methylpentane). RXN SMILES: [O:1]([C:8]1[CH:9]=[C:10]([CH2:14][CH:15]=[CH:16][C:17]([C:20]2[CH:25]=[CH:24][C:23]([CH3:26])=[CH:22][CH:21]=2)([CH3:19])[CH3:18])[CH:11]=[CH:12][CH:13]=1)[C:2]1[CH:7]=[CH:6][CH:5]=[CH:4][CH:3]=1.O(C1C=C(C=CCC(C2C=CC(C)=CC=2)(C)C)C=CC=1)C1C=CC=CC=1.[H][H]>[Pd].C([O-])(=O)C>[O:1]([C:8]1[CH:9]=[C:10]([CH2:14][CH2:15][CH2:16][C:17]([C:20]2[CH:21]=[CH:22][C:23]([CH3:26])=[CH:24][CH:25]=2)([CH3:18])[CH3:19])[CH:11]=[CH:12][CH:13]=1)[C:2]1[CH:3]=[CH:4][CH:5]=[CH:6][CH:7]=1. Procedure: To 30 ml of ethyle acetate, 1.9 g of a mixture of 50% 1-(3-phenoxyphenyl)-4-(4-methylphenyl)-4-methyl-2-pentene and 50% 1-(3-phenoxyphenyl)-4-(4-methylphenyl)-4-methyl-1-pentene was added and dissolved, and thereto 0.4 g of 5% Pd-C was added, and the mixture was stirred under a pressure of 20 kg/cm2G with hydrogen gas at room temperature. After three hours, Pd-C was removed by filtration, and ethyl acetate was evaporated under reduced pressure.